Dataset: the Open Reaction Database (ORD), a public repository of structured organic reaction records. Task: describe an organic reaction: reactants, conditions, products, and yield Reactants: CS, O=c1[nH]cnc2cc(Cl)c(Cl)cc12, [H-], [Na+], CN(C)C=O. The product is CSc1cc2nc[nH]c(=O)c2cc1Cl. Reaction SMILES: [CH3:16][SH:17].[Cl:1][c:2]1[cH:3][c:4]2[c:5](=[O:13])[nH:6][cH:7][n:8][c:9]2[cH:10][c:11]1[Cl:12].[H-:14].[Na+:15].[O:18]=[CH:19][N:20]([CH3:21])[CH3:22]>>[Cl:1][c:2]1[cH:3][c:4]2[c:5](=[O:13])[nH:6][cH:7][n:8][c:9]2[cH:10][c:11]1[S:17][CH3:16].